This data is from the Open Reaction Database (ORD), a public repository of structured organic reaction records. The task is: describe an organic reaction: reactants, conditions, products, and yield Starting materials: OC(C)(C)C1=CC=C(C#N)C=C1 (4-(1-hydroxy-1-methyl-ethyl)-benzonitrile), [H-].[Al+3].[Li+].[H-].[H-].[H-] (lithium aluminium hydride). Run in O1CCCC1 (tetrahydrofuran), O1CCCC1 (tetrahydrofuran). Reaction conditions: temperature 0 celsius. Yields the product NCC1=CC=C(C=C1)C(C)(C)O (2-(4-aminomethyl-phenyl)-propan-2-ol). Reaction SMILES: [OH:1][C:2]([C:5]1[CH:12]=[CH:11][C:8]([C:9]#[N:10])=[CH:7][CH:6]=1)([CH3:4])[CH3:3].[H-].[Al+3].[Li+].[H-].[H-].[H-]>O1CCCC1>[NH2:10][CH2:9][C:8]1[CH:11]=[CH:12][C:5]([C:2]([OH:1])([CH3:3])[CH3:4])=[CH:6][CH:7]=1 |f:1.2.3.4.5.6|. Procedure details: To a stirred solution of 4-(1-hydroxy-1-methyl-ethyl)-benzonitrile (20.9 g, 0.13 mol.) in dry tetrahydrofuran (300 mL) at 0° C. was added slowly dropwise 1.0M lithium aluminium hydride in tetrahydrofuran (388 mL, 0.39 mol.). The mixture was refluxed for 30 min. then cooled to 0° C. and quenched with methanol (50 mL) added slowly dropwise. The mixture was concentrated in vacuo to half volume and diluted with chloroform (1200 mL) then washed with water (300 mL). The resulting suspension was filter...